From a dataset of the Open Reaction Database (ORD), a public repository of structured organic reaction records. describe an organic reaction: reactants, conditions, products, and yield The reactants are C1(C=2C(C(N1)=O)=CC=CC2)=O (phthalimide), C1(=CC=CC=C1)P(C1=CC=CC=C1)C1=CC=CC=C1 (triphenylphosphine), Cl (HCl), ClC1=CC=C2C(=C(N(C2=C1)C)C=1C=NC=C(C1)C(C)N1C(C2=CC=CC=C2C1=O)=O)C#N (6-chloro-2-{5-[1-(1,3-dioxo-1,3-dihydro-isoindol-2-yl)-ethyl]-pyridin-3-yl}-1-methyl-1H-indole-3-carbonitrile), P (phosphine), di-isopropylazodicarboxylate, O.NN (Hydrazine hydrate). Solvent: C(C)O (ethanol), C1CCOC1 (THF), C(C)(=O)OCC (ethyl acetate). Conditions: time 4 hour. The product is NC(C)C=1C=C(C=NC1)C=1N(C2=CC(=CC=C2C1C#N)Cl)C (2-[5-(1-amino-ethyl)-pyridin-3-yl]-6-chloro-1-methyl-1H-indole-3-carbonitrile). As a reaction SMILES: C1(=O)NC(=O)C2=CC=CC=C12.C1(P(C2C=CC=CC=2)C2C=CC=CC=2)C=CC=CC=1.[Cl:31][C:32]1[CH:40]=[C:39]2[C:35]([C:36]([C:61]#[N:62])=[C:37]([C:42]3[CH:43]=[N:44][CH:45]=[C:46]([CH:48]([N:50]4C(=O)C5C(=CC=CC=5)C4=O)[CH3:49])[CH:47]=3)[N:38]2[CH3:41])=[CH:34][CH:33]=1.P.O.NN.Cl>C1COCC1.C(OCC)(=O)C.C(O)C>[NH2:50][CH:48]([C:46]1[CH:47]=[C:42]([C:37]2[N:38]([CH3:41])[C:39]3[C:35]([C:36]=2[C:61]#[N:62])=[CH:34][CH:33]=[C:32]([Cl:31])[CH:40]=3)[CH:43]=[N:44][CH:45]=1)[CH3:49] |f:4.5|. Procedure details: Ammonium acetate (0.567 g, 7.207 mmol) is added to a solution of 2-(5-acetyl-pyridin-3-yl)-6-chloro-1-methyl-1H-indole-3-carbonitrile (0.470 g, 1.441 mmol) in MeOH (10 mL), and the reaction is stirred at 50° C. for 48 h. Sodium triacetoxyborohydride (2.251 g, 10.09 mmol) is added and the reaction is stirred for 24 h at 50° C. Additional sodium triacetoxyborohydride (2.251 g, 10.09 mmol) is added and the reaction is stirred for another 24 h at 50° C. It is then diluted with ethyl acetate and wash...